This data is from the Open Reaction Database (ORD), a public repository of structured organic reaction records. The task is: describe an organic reaction: reactants, conditions, products, and yield Reactants: C(C)(=O)C1=CC=C(CC2=C(C=C(C=C2Cl)[N+](=O)[O-])Cl)C=C1 (4-(4-Acetylbenzyl)-3,5-dichloronitrobenzene), O.O.[Sn](Cl)Cl (Tin (11) chloride dihydrate), ice water. Run in C(C)OC(C)=O (ethylacetate). Reaction conditions: time 1 hour. The product is C(C)(=O)C1=CC=C(CC2=C(C=C(N)C=C2Cl)Cl)C=C1 (4-(4-Acetylbenzyl)-3,5-dichloroaniline). The yield is 100.0%. RXN SMILES: [C:1]([C:4]1[CH:21]=[CH:20][C:7]([CH2:8][C:9]2[C:14]([Cl:15])=[CH:13][C:12]([N+:16]([O-])=O)=[CH:11][C:10]=2[Cl:19])=[CH:6][CH:5]=1)(=[O:3])[CH3:2].O.O.[Sn](Cl)Cl>C(OC(=O)C)C>[C:1]([C:4]1[CH:21]=[CH:20][C:7]([CH2:8][C:9]2[C:14]([Cl:15])=[CH:13][C:12]([NH2:16])=[CH:11][C:10]=2[Cl:19])=[CH:6][CH:5]=1)(=[O:3])[CH3:2] |f:1.2.3|. Procedure: In 11 ml of ethylacetate were dissolved 1.1 g 4-(4-Acetylbenzyl)-3,5-dichloronitrobenzene and 3.8 g Tin (11) chloride dihydrate. The solution was allowed to proceed for one hour at temperatures ranging from 40-50° C. After completion of the reaction. The reaction mixture was poured into 100 ml ice-water, followed by extraction with 150 ml ethylacetate. The extract was washed with water and 25% ammonia solution, dried over anhydrous magnesium sulfate, and concentrated to afford the titled compoun... Reactants: C[Mg]Br (methyl magnesium bromide), C1(=CC=CC=C1)N=[N+]=[N-] (phenylazide), C1CCOC1 (THF), [RhCl(cod)]2, C1(=CC=CC=C1)P(CCP(C1=CC=CC=C1)C1=CC=CC=C1)C1=CC=CC=C1 (1,2-bis(diphenylphosphino)ethane), crude product. Reaction conditions: temperature 120 celsius. Yields the product C(C)(=O)NC1=CC=CC=C1 (Acetoanilide). As a reaction SMILES: [C:1]1([N:7]=[N+]=[N-])[CH:6]=[CH:5][CH:4]=[CH:3][CH:2]=1.C1(P(C2C=CC=CC=2)CCP(C2C=CC=CC=2)C2C=CC=CC=2)C=CC=CC=1.C[Mg]Br.C1C[O:44][CH2:43][CH2:42]1>>[C:43]([NH:7][C:1]1[CH:6]=[CH:5][CH:4]=[CH:3][CH:2]=1)(=[O:44])[CH3:42]. Procedure: In a capped vial (1 mL) containing a solution of phenylazide (6.6 mg, 55 μmol) in dry THF (300 μL), was added [RhCl(cod)]2 (0.27 mg, 0.55 μmol), and 1,2-bis(diphenylphosphino)ethane (0.66 mg, 1.65 μmol), and was shaken until the solution was homogeneous. After addition of a solution of methyl magnesium bromide (18.5 μL of 3M solution in ether, 55 μmol), the resulting mixture was transferred to the micro-autoclave, which was pre-charged with [11C]CO. The micro-autoclave was heated at 120° C. for ...